From a dataset of the Open Reaction Database (ORD), a public repository of structured organic reaction records. describe an organic reaction: reactants, conditions, products, and yield Starting materials: C(C(=O)C)(=O)OCC (Ethyl pyruvate), COC=1C=C(C=CC1OC)C(C)O (3,4-dimethoxyphenylethanol), B(F)(F)F (BF3), [N+](=O)([O-])C (nitromethane). Run in C(Cl)Cl (methylene chloride). Product: COC=1C=C2CCOC(C2=CC1OC)(C(=O)OCC)C (6,7-dimethoxy-1-methyl-1-carboethoxyisochroman). RXN SMILES: [C:1]([O:6][CH2:7][CH3:8])(=[O:5])[C:2]([CH3:4])=[O:3].[CH3:9][O:10][C:11]1[CH:12]=[C:13]([CH:19](O)C)[CH:14]=[CH:15][C:16]=1[O:17][CH3:18].B(F)(F)F.[N+]([CH3:29])([O-])=O>C(Cl)Cl>[CH3:18][O:17][C:16]1[CH:15]=[C:14]2[C:4](=[CH:12][C:11]=1[O:10][CH3:9])[C:2]([CH3:29])([C:1]([O:6][CH2:7][CH3:8])=[O:5])[O:3][CH2:19][CH2:13]2. Procedure details: Ethyl pyruvate (1.00 g, 0.0086 m), 3,4-dimethoxyphenylethanol (1.57 g, 0.0086 m), and, 1 ml of BF3 etherate are stirred at 25° C. in 20 ml of nitromethane for 45 minutes. The mixture is dissolved in methylene chloride and extracted with aqueous sodium bicarbonate. The organic phase is dried (sodium sulfate), concentrated, and chromatographed on silica gel to give 1.4 g of 6,7-dimethoxy-1-methyl-1-carboethoxyisochroman. A 0.5 g sample of this is dissolved in ether and treated with 100 mg of LAH. ... Starting materials: OC(C)=C1C(CC(CC1=O)C1=C(C=CC=C1)C)=O (2-(1-hydroxyethylidene)-5-(2-methylphenyl)cyclohexane-1,3-dione), O.NN (hydrazine hydrate). The solvent is C(C)O (ethanol). The product is CC1=NNC=2CC(CC(C12)=O)C1=C(C=CC=C1)C (3-methyl-6-(2-methylphenyl)-4,5,6,7-tetrahydroindazol-4-one). Isolated yield 90.4%. As a reaction SMILES: O[C:2](=[C:4]1[C:9](=[O:10])[CH2:8][CH:7]([C:11]2[CH:16]=[CH:15][CH:14]=[CH:13][C:12]=2[CH3:17])[CH2:6][C:5]1=O)[CH3:3].O.[NH2:20][NH2:21]>C(O)C>[CH3:3][C:2]1[C:4]2[C:9](=[O:10])[CH2:8][CH:7]([C:11]3[CH:16]=[CH:15][CH:14]=[CH:13][C:12]=3[CH3:17])[CH2:6][C:5]=2[NH:21][N:20]=1 |f:1.2|. Procedure: A solution of 2-(1-hydroxyethylidene)-5-(2-methylphenyl)cyclohexane-1,3-dione (0.45 g) and hydrazine hydrate (0.1 g) in ethanol (10 ml) was refluxed for 15 minutes. Under reduced pressure, the solvent was evaporated, and the residue was recrystallized from ethyl acetate-hexane to give colorless crystals of 3-methyl-6-(2-methylphenyl)-4,5,6,7-tetrahydroindazol-4-one (0.40 g). Starting materials: FC(C=1C=C2C(C=CC(C2=CC1)=O)=O)(F)F (6-(trifluoromethyl)-1,4-naphthoquinone), C=1(C(=CC=CC1)C)C (xylene), BrC1C(C=2C1=CC=CC2)Br (1,2-dibromobenzocyclobutene), BrC1C(C=2C1=CC=CC2)I (2-bromo-1-iodobenzocyclobutene). Solvent: O (water). The product is FC(C1=CC=2C(C3=CC4=CC=CC=C4C=C3C(C2C=C1)=O)=O)(F)F (2-trifluoromethyltetracene-5,12-dione). As a reaction SMILES: [F:1][C:2]([F:16])([F:15])[C:3]1[CH:4]=[C:5]2[C:10](=[CH:11][CH:12]=1)[C:9](=[O:13])[CH:8]=[CH:7][C:6]2=[O:14].Br[CH:18]1[C:21]2=[CH:22][CH:23]=[CH:24][CH:25]=[C:20]2[CH:19]1Br.BrC1C2=CC=CC=C2C1I.C1(C)C(C)=CC=CC=1>O>[F:1][C:2]([F:15])([F:16])[C:3]1[CH:12]=[CH:11][C:10]2[C:9](=[O:13])[C:8]3[C:7](=[CH:19][C:20]4[C:21]([CH:18]=3)=[CH:22][CH:23]=[CH:24][CH:25]=4)[C:6](=[O:14])[C:5]=2[CH:4]=1. Reported procedure: 5.65 g (25 mmol) of 6-(trifluoromethyl)-1,4-naphthoquinone, 9.82 g (about 37 mmol) of 1,2-dibromobenzocyclobutene (contaminated with a little 2-bromo-1-iodobenzocyclobutene) and 100 ml of xylene are kept under reflux for 16 hours using a water separator. The mixture is cooled, and the precipitate is filtered off and washed with xylene. The yield is 5.82 g (71%); m.p. 253°-254°. The reactants are FC1=NC=C(C=C1C1=NC(=NC(=N1)C)N(CC1=CC=C(C=C1)OC)CC1=CC=C(C=C1)OC)[C@@H](C)N1CCN(CC1)S(=O)(=O)C ((R)-4-(2-fluoro-5-(1-(4-(methylsulfonyl)piperazin-1-yl)ethyl)pyridin-3-yl)-N,N-bis(4-methoxybenzyl)-6-methyl-1,3,5-triazin-2-amine), FC1=C2C=CC=NC2=CC(=C1)N (5-fluoroquinolin-7-amine), C[Si](C)(C)[N-][Si](C)(C)C.[Li+] (lithium bis(trimethylsilyl)amide). Solvent: C1CCOC1 (THF), [NH4+].[Cl-] (NH4Cl). Run at temperature 0 celsius, time 1 hour. Product: COC1=CC=C(CN(C2=NC(=NC(=N2)C)C=2C(=NC=C(C2)[C@@H](C)N2CCN(CC2)S(=O)(=O)C)NC2=CC(=C3C=CC=NC3=C2)F)CC2=CC=C(C=C2)OC)C=C1 ((R)—N-(3-(4-(bis(4-methoxybenzyl)amino)-6-methyl-1,3,5-triazin-2-yl)-5-(1-(4-(methylsulfonyl)piperazin-1-yl)ethyl)pyridin-2-yl)-5-fluoroquinolin-7-amine). The yield is 71.4%. Reaction SMILES: F[C:2]1[C:7]([C:8]2[N:13]=[C:12]([CH3:14])[N:11]=[C:10]([N:15]([CH2:25][C:26]3[CH:31]=[CH:30][C:29]([O:32][CH3:33])=[CH:28][CH:27]=3)[CH2:16][C:17]3[CH:22]=[CH:21][C:20]([O:23][CH3:24])=[CH:19][CH:18]=3)[N:9]=2)=[CH:6][C:5]([C@H:34]([N:36]2[CH2:41][CH2:40][N:39]([S:42]([CH3:45])(=[O:44])=[O:43])[CH2:38][CH2:37]2)[CH3:35])=[CH:4][N:3]=1.[F:46][C:47]1[CH:56]=[C:55]([NH2:57])[CH:54]=[C:53]2[C:48]=1[CH:49]=[CH:50][CH:51]=[N:52]2.C[Si]([N-][Si](C)(C)C)(C)C.[Li+]>C1COCC1.[NH4+].[Cl-]>[CH3:24][O:23][C:20]1[CH:19]=[CH:18][C:17]([CH2:16][N:15]([CH2:25][C:26]2[CH:31]=[CH:30][C:29]([O:32][CH3:33])=[CH:28][CH:27]=2)[C:10]2[N:11]=[C:12]([CH3:14])[N:13]=[C:8]([C:7]3[C:2]([NH:57][C:55]4[CH:54]=[C:53]5[C:48]([CH:49]=[CH:50][CH:51]=[N:52]5)=[C:47]([F:46])[CH:56]=4)=[N:3][CH:4]=[C:5]([C@H:34]([N:36]4[CH2:41][CH2:40][N:39]([S:42]([CH3:45])(=[O:43])=[O:44])[CH2:38][CH2:37]4)[CH3:35])[CH:6]=3)[N:9]=2)=[CH:22][CH:21]=1 |f:2.3,5.6|. Procedure details: A mixture of (R)-4-(2-fluoro-5-(1-(4-(methylsulfonyl)piperazin-1-yl)ethyl)pyridin-3-yl)-N,N-bis(4-methoxybenzyl)-6-methyl-1,3,5-triazin-2-amine (Example 146, Step 6) (140 mg, 0.220 mmol), 5-fluoroquinolin-7-amine (35.7 mg, 0.220 mmol) and lithium bis(trimethylsilyl)amide (1.0 M in THF; 0.661 mL, 0.661 mmol, Aldrich) in THF (3 mL) was stirred at 0° C. for 1 h. The reaction mixture was diluted with saturated NH4Cl (10 mL) and extracted with EtOAc (2×30 mL). The organic extract was washed with satu... The reactants are ClC1=CC=C(C=CC(=O)O)C=C1 (4-chlorocinnamic acid), O=S(Cl)Cl (SOCl2), Cl (HCl), ice, O=S(Cl)Cl (SOCl2), acid chloride, Cl.NN1C(=O)NC(=O)C1 (1-aminohydantoin hydrochloride). Solvent: N1=CC=CC=C1 (pyridine). Reaction conditions: time 8 hour. Product: ClC1=CC=C(C=CC(=O)NN2C(=O)NC(=O)C2)C=C1 (1-(4-Chlorocinnamamido)hydantoin). As a reaction SMILES: [Cl:1][C:2]1[CH:12]=[CH:11][C:5]([CH:6]=[CH:7][C:8]([OH:10])=O)=[CH:4][CH:3]=1.O=S(Cl)Cl.Cl.[NH2:18][N:19]1[CH2:25][C:23](=[O:24])[NH:22][C:20]1=[O:21].Cl>N1C=CC=CC=1>[Cl:1][C:2]1[CH:3]=[CH:4][C:5]([CH:6]=[CH:7][C:8]([NH:18][N:19]2[CH2:25][C:23](=[O:24])[NH:22][C:20]2=[O:21])=[O:10])=[CH:11][CH:12]=1 |f:2.3|. Reported procedure: To 4-chlorocinnamic acid (46 g, 0.25 mole) was added dropwise SOCl2 (140 ml). The mixture was heated under reflux for 45 minutes after the addition was complete. After stirring at room temperature for 1 hour the SOCl2 was removed in vacuo. Dry benzene was added and then removed in vacuo. The acid chloride residue was treated with 1-aminohydantoin hydrochloride (42 g, 0.275 mole) in 350 ml of pyridine, then heated under reflux for 2 hrs. After cooling slightly, the reaction mixture was poured int... Reactants: CC(=O)Nc1ccc(C(=O)N2CCOCC2)c(C)c1, [Na+], [OH-], O. Yields the product Cc1cc(N)ccc1C(=O)N1CCOCC1. RXN SMILES: [CH3:1][c:2]1[cH:3][c:4]([NH:16][C:17](=[O:18])[CH3:19])[cH:5][cH:6][c:7]1[C:8](=[O:9])[N:10]1[CH2:11][CH2:12][O:13][CH2:14][CH2:15]1.[Na+:21].[OH-:20].[OH2:22]>>[CH3:1][c:2]1[cH:3][c:4]([NH2:16])[cH:5][cH:6][c:7]1[C:8](=[O:9])[N:10]1[CH2:11][CH2:12][O:13][CH2:14][CH2:15]1. Reactants: ClC=1N=CN(C1)C1=C(C=C(C=C1)NC=1N=C(C2=C(N1)C(CC2)C2=CC=C(C=C2)Cl)NC)OC (N2-(4-(4-chloro-1H-imidazol-1-yl)-3-methoxyphenyl)-7-(4-chlorophenyl)-N4-methyl-6,7-dihydro-5H-cyclopenta[d]pyrimidine-2,4-diamine), CO (methanol), 94B, CO.C(Cl)(Cl)Cl (methanol chloroform). The solvent is C(=O)=O (CO2). The product is ClC=1N=CN(C1)C1=C(C=C(C=C1)NC=1N=C(C2=C(N1)[C@H](CC2)C2=CC=C(C=C2)Cl)NC)OC ((R)—N2-(4-(4-Chloro-1H-imidazol-1-yl)-3-methoxyphenyl)-7-(4-chlorophenyl)-N4-methyl-6,7-dihydro-5H-cyclopenta[d]pyrimidine-2,4-diamine). As a reaction SMILES: [Cl:1][C:2]1[N:3]=[CH:4][N:5]([C:7]2[CH:12]=[CH:11][C:10]([NH:13][C:14]3[N:15]=[C:16]([NH:30][CH3:31])[C:17]4[CH2:22][CH2:21][CH:20]([C:23]5[CH:28]=[CH:27][C:26]([Cl:29])=[CH:25][CH:24]=5)[C:18]=4[N:19]=3)=[CH:9][C:8]=2[O:32][CH3:33])[CH:6]=1.CO.CO.C(Cl)(Cl)Cl>C(=O)=O>[Cl:1][C:2]1[N:3]=[CH:4][N:5]([C:7]2[CH:12]=[CH:11][C:10]([NH:13][C:14]3[N:15]=[C:16]([NH:30][CH3:31])[C:17]4[CH2:22][CH2:21][C@H:20]([C:23]5[CH:28]=[CH:27][C:26]([Cl:29])=[CH:25][CH:24]=5)[C:18]=4[N:19]=3)=[CH:9][C:8]=2[O:32][CH3:33])[CH:6]=1 |f:2.3|. Procedure: A racemic mixture of N2-(4-(4-chloro-1H-imidazol-1-yl)-3-methoxyphenyl)-7-(4-chlorophenyl)-N4-methyl-6,7-dihydro-5H-cyclopenta[d]pyrimidine-2,4-diamine (37 mg, 0.077 mmol from Example 94) was purified using chiral SFC to afford 10.5 mg of peak A (Example 94A) and 13.6 mg of peak B (Example 94B). SFC Method: Chiralpak OJ-H (4.6×250 mm, 5 μM), 35% methanol (0.1% diethylamine) in CO2, 35° C., flow rate 2.0 mL/min for 20 min, absorbance 268 nm, injection 5 μL of 2 mg/mL solution in 50:50 methanol/ch... Reactants: NC1=C(C=CC=C1)S (2-aminothiophenol), [OH-].[Na+] (sodium hydroxide), BrCCOC (2-bromoethylmethylether). The solvent is C(C)O (ethanol). Product: COCCSC1=C(C=CC=C1)N (2-(2-methoxyethylthio)benzenamine). The yield is 88.7%. RXN SMILES: [NH2:1][C:2]1[CH:7]=[CH:6][CH:5]=[CH:4][C:3]=1[SH:8].[OH-].[Na+].Br[CH2:12][CH2:13][O:14][CH3:15]>C(O)C>[CH3:15][O:14][CH2:13][CH2:12][S:8][C:3]1[CH:4]=[CH:5][CH:6]=[CH:7][C:2]=1[NH2:1] |f:1.2|. Procedure: To a solution of 2-aminothiophenol (93%, 123 g, 0.910 mol) and sodium hydroxide (40.2 g, 1.00 mol) in 90% aqueous ethanol (637 ml) was added dropwise 2-bromoethylmethylether (127 g, 0.910 mol) at room temperature. When the addition was complete, the reaction mixture was refluxed for 2 hours, cooled to room temperature, and then concentrated in vacuo. The resulting residue was diluted with water (1400 ml) and extracted with methylene chloride (3×500 ml). The extracts were washed with water (2×500... Starting materials: C([O-])([O-])=O.[Na+].[Na+] (sodium carbonate), FCC1(CNCC1)C(=O)OCC (ethyl 3-(fluoromethyl)pyrrolidine-3-carboxylate), ClC(=O)OCC1=CC=CC=C1 (Benzyl chloroformate). Solvent: O1CCOCC1.O (1,4-dioxane water). Run at temperature 0 celsius, time 30 minute. Product: FCC1(CN(CC1)C(=O)OCC1=CC=CC=C1)C(=O)OCC (1-benzyl 3-ethyl 3-(fluoromethyl)pyrrolidine-1,3-dicarboxylate). Isolated yield 100.5%. RXN SMILES: [F:1][CH2:2][C:3]1([C:8]([O:10][CH2:11][CH3:12])=[O:9])[CH2:7][CH2:6][NH:5][CH2:4]1.C(=O)([O-])[O-].[Na+].[Na+].Cl[C:20]([O:22][CH2:23][C:24]1[CH:29]=[CH:28][CH:27]=[CH:26][CH:25]=1)=[O:21]>O1CCOCC1.O>[F:1][CH2:2][C:3]1([C:8]([O:10][CH2:11][CH3:12])=[O:9])[CH2:7][CH2:6][N:5]([C:20]([O:22][CH2:23][C:24]2[CH:29]=[CH:28][CH:27]=[CH:26][CH:25]=2)=[O:21])[CH2:4]1 |f:1.2.3,5.6|. Procedure details: To a solution of ethyl 3-(fluoromethyl)pyrrolidine-3-carboxylate (1.86 g, 10.62 mmol) in a 1:1 mixture of 1,4-dioxane/water (18 mL) was added sodium carbonate (1.35 g, 12.74 mmol) and the mixture cooled to 0° C. in an ice bath. Benzyl chloroformate (1.79 mL, 12.74 mmol) was added dropwise and the resulting mixture was stirred at 0° C. for 30 minutes, then at ambient temperature for 18 hours. The mixture was partitioned between water and ether, and the layers separated. The organic layer was wash...